Dataset: the Open Reaction Database (ORD), a public repository of structured organic reaction records. Task: describe an organic reaction: reactants, conditions, products, and yield The reactants are C(C1=CC=CC=C1)OCN1C=C(C=2N=CN=C(C21)OC)CN[C@H](C(=O)OCC)[C@H](C(=O)OCC)O ((2S,3R)-diethyl 2-((5-(benzyloxymethyl)-4-methoxy-5H-pyrrolo[3,2-d]pyrimidin-7-yl)methylamino)-3-hydroxysuccinate), CO (methanol), [BH4-].[Li+] (lithium borohydride), CH2Cl2 MeOH-cNH3, C1=CC=C2C(=C1)C(=O)C(C2=O)(O)O (ninhydrin), CO (MeOH), [Li+].[BH4-] (LiBH4), CO (MeOH). Procedure: To a refluxing solution of (2S,3R)-diethyl 2-((5-(benzyloxymethyl)-4-methoxy-5H-pyrrolo[3,2-d]pyrimidin-7-yl)methylamino)-3-hydroxysuccinate (0.6 g, 1.233 mmol) in THF (10 ml) and methanol (0.499 ml, 12.33 mmol) was added lithium borohydride (0.134 g, 6.17 mmol) in portions over about 1 h. Tlc (CH2Cl2-MeOH-cNH3, 9:1:0.1) still showed (uv, ninhydrin or molybdate) sm. More MeOH (0.5 ml) was added and small portions of LiBH4 (total ˜134 mg) added over about 1 h until tlc showed reaction finished. T... Reaction SMILES: [CH2:1]([O:8][CH2:9][N:10]1[C:18]2[C:17]([O:19][CH3:20])=[N:16][CH:15]=[N:14][C:13]=2[C:12]([CH2:21][NH:22][C@@H:23]([C@@H:29]([OH:35])[C:30](OCC)=[O:31])[C:24](OCC)=[O:25])=[CH:11]1)[C:2]1[CH:7]=[CH:6][CH:5]=[CH:4][CH:3]=1.CO.[BH4-].[Li+].C1C=C2C(C(O)(O)C(=O)C2=CC=1)=O>C1COCC1.C(OCC)(=O)C.[O-][Mo]([O-])(=O)=O>[CH2:1]([O:8][CH2:9][N:10]1[C:18]2[C:17]([O:19][CH3:20])=[N:16][CH:15]=[N:14][C:13]=2[C:12]([CH2:21][NH:22][C@H:23]([CH2:24][OH:25])[C@@H:29]([OH:35])[CH2:30][OH:31])=[CH:11]1)[C:2]1[CH:3]=[CH:4][CH:5]=[CH:6][CH:7]=1 |f:2.3|. Solvent: C1CCOC1 (THF), C(C)(=O)OCC (ethyl acetate). The product is C(C1=CC=CC=C1)OCN1C=C(C=2N=CN=C(C21)OC)CN[C@@H]([C@H](CO)O)CO ((2R,3R)-3-((5-(benzyloxymethyl)-4-methoxy-5H-pyrrolo[3,2-d]pyrimidin-7-yl)methylamino)butane-1,2,4-triol). Reagents/catalysts: [O-][Mo](=O)(=O)[O-] (molybdate). Starting materials: CCOC(C)=O, CC(C)NC(=N)NC(=N)NC(C)C, NOCCCOc1ccc(Cl)cc1, Cl, [K+], [K+], [Na+], O=C([O-])[O-], [OH-], O. The product is CC(C)NC(=N)NC(=N)NOCCCOc1ccc(Cl)cc1. Reaction SMILES: [CH3:37][CH2:38][O:39][C:40]([CH3:41])=[O:42].[CH:15]([CH3:16])([CH3:17])[NH:18][C:19](=[NH:20])[NH:21][C:22](=[NH:23])[NH:24][CH:25]([CH3:26])[CH3:27].[Cl:2][c:3]1[cH:4][cH:5][c:6]([O:7][CH2:8][CH2:9][CH2:10][O:11][NH2:12])[cH:13][cH:14]1.[ClH:1].[K+:30].[K+:31].[Na+:29].[O-:32][C:33]([O-:34])=[O:35].[OH-:28].[OH2:36]>>[Cl:2][c:3]1[cH:4][cH:5][c:6]([O:7][CH2:8][CH2:9][CH2:10][O:11][NH:12][C:22]([NH:21][C:19]([NH:18][CH:15]([CH3:16])[CH3:17])=[NH:20])=[NH:23])[cH:13][cH:14]1. Starting materials: CC(C)(C)OC(=O)N1CCN(c2nccnc2Cl)CC1, CC(=O)[O-], CC(=O)[O-], CCOc1ccc(B(O)O)cc1, CC#N, [Na+], [Na+], O=C([O-])[O-], O, [Pd+2], c1ccc(P(c2ccccc2)c2ccccc2)cc1. Product: CCOc1ccc(-c2nccnc2N2CCN(C(=O)OC(C)(C)C)CC2)cc1. As a reaction SMILES: [C:1]([CH3:2])([CH3:3])([CH3:4])[O:5][C:6](=[O:7])[N:8]1[CH2:9][CH2:10][N:11]([c:14]2[n:15][cH:16][cH:17][n:18][c:19]2[Cl:20])[CH2:12][CH2:13]1.[C:62]([O-:63])(=[O:64])[CH3:65].[C:67]([O-:68])(=[O:69])[CH3:70].[CH2:21]([CH3:22])[O:23][c:24]1[cH:25][cH:26][c:27]([B:30]([OH:31])[OH:32])[cH:28][cH:29]1.[CH3:59][C:60]#[N:61].[Na+:52].[Na+:53].[O-:54][C:55](=[O:56])[O-:57].[OH2:58].[Pd+2:66].[c:33]1([P:34]([c:35]2[cH:36][cH:37][cH:38][cH:39][cH:40]2)[c:41]2[cH:42][cH:43][cH:44][cH:45][cH:46]2)[cH:47][cH:48][cH:49][cH:50][cH:51]1>>[C:1]([CH3:2])([CH3:3])([CH3:4])[O:5][C:6](=[O:7])[N:8]1[CH2:9][CH2:10][N:11]([c:14]2[n:15][cH:16][cH:17][n:18][c:19]2-[c:27]2[cH:26][cH:25][c:24]([O:23][CH2:21][CH3:22])[cH:29][cH:28]2)[CH2:12][CH2:13]1. The reactants are CCOC(=O)n1nc2c(c1N)CNCC2, CCN(C(C)C)C(C)C, ClCCl, Cl, O=S(=O)(Cl)c1cc(F)cc(F)c1. Product: CCOC(=O)n1nc2c(c1N)CN(S(=O)(=O)c1cc(F)cc(F)c1)CC2. RXN SMILES: [CH2:2]([CH3:3])[O:4][C:5](=[O:6])[n:7]1[n:8][c:9]2[c:10]([c:15]1[NH2:16])[CH2:11][NH:12][CH2:13][CH2:14]2.[CH:17]([N:18]([CH2:19][CH3:20])[CH:21]([CH3:22])[CH3:23])([CH3:24])[CH3:25].[Cl:38][CH2:39][Cl:40].[ClH:1].[F:26][c:27]1[cH:28][c:29]([S:34](=[O:35])(=[O:36])[Cl:37])[cH:30][c:31]([F:33])[cH:32]1>>[CH2:2]([CH3:3])[O:4][C:5](=[O:6])[n:7]1[n:8][c:9]2[c:10]([c:15]1[NH2:16])[CH2:11][N:12]([S:34]([c:29]1[cH:28][c:27]([F:26])[cH:32][c:31]([F:33])[cH:30]1)(=[O:35])=[O:36])[CH2:13][CH2:14]2. Reactants: CC(=O)O, O=S(=O)(c1ccccc1)N1CCC(C(O)(c2ccc(F)cc2)c2ccc(F)cc2)CC1, [Na+], [OH-], O=S(=O)(O)O. Yields the product O=S(=O)(c1ccccc1)N1CCC(=C(c2ccc(F)cc2)c2ccc(F)cc2)CC1. Reaction SMILES: [CH3:34][C:35](=[O:36])[OH:37].[F:1][c:2]1[cH:3][cH:4][c:5]([C:8]([OH:9])([CH:10]2[CH2:11][CH2:12][N:13]([S:16](=[O:17])(=[O:18])[c:19]3[cH:20][cH:21][cH:22][cH:23][cH:24]3)[CH2:14][CH2:15]2)[c:25]2[cH:26][cH:27][c:28]([F:31])[cH:29][cH:30]2)[cH:6][cH:7]1.[Na+:33].[OH-:32].[S:38](=[O:39])(=[O:40])([OH:41])[OH:42]>>[F:1][c:2]1[cH:3][cH:4][c:5]([C:8](=[C:10]2[CH2:11][CH2:12][N:13]([S:16](=[O:17])(=[O:18])[c:19]3[cH:20][cH:21][cH:22][cH:23][cH:24]3)[CH2:14][CH2:15]2)[c:25]2[cH:26][cH:27][c:28]([F:31])[cH:29][cH:30]2)[cH:6][cH:7]1.